From a dataset of the Open Reaction Database (ORD), a public repository of structured organic reaction records. describe an organic reaction: reactants, conditions, products, and yield Procedure details: IPEA (0.5 mL), HOBT (128 mg) and EDC (182 mg) were added to a solution of 5-chloro-2-{1-[3-methoxy-4-(4-methyl-1H-imidazol-1-yl)phenyl]-(E)-methylidene}valeric acid hydrazide dihydrochloride (200 mg) and 4-fluorophenylacetic acid (73 mg) in DMF (3 mL), and the reaction solution was stirred at room temperature for six hours. Ethyl acetate and saturated sodium bicarbonate water were added to the reaction solution, and the organic layer was separated. The resulting organic layer was dried over anhy... The reactants are O.C([O-])(O)=O.[Na+] (sodium bicarbonate water), C(C)(C)N(CC)C(C)C (IPEA), C=1C=CC2=C(C1)N=NN2O (HOBT), Cl.Cl.ClCCC\C(\C(=O)NN)=C/C1=CC(=C(C=C1)N1C=NC(=C1)C)OC (5-chloro-2-{1-[3-methoxy-4-(4-methyl-1H-imidazol-1-yl)phenyl]-(E)-methylidene}valeric acid hydrazide dihydrochloride), FC1=CC=C(C=C1)CC(=O)O (4-fluorophenylacetic acid). As a reaction SMILES: C(N(C(C)C)CC)(C)C.C1C=CC2N(O)N=NC=2C=1.Cl.Cl.[Cl:22][CH2:23][CH2:24][CH2:25]/[C:26](=[CH:31]\[C:32]1[CH:37]=[CH:36][C:35]([N:38]2[CH:42]=[C:41]([CH3:43])[N:40]=[CH:39]2)=[C:34]([O:44][CH3:45])[CH:33]=1)/[C:27]([NH:29][NH2:30])=[O:28].[F:46][C:47]1[CH:52]=[CH:51][C:50]([CH2:53][C:54]([OH:56])=[O:55])=[CH:49][CH:48]=1.O.C(=O)(O)[O-].[Na+]>CN(C=O)C.C(OCC)(=O)C.C(Cl)CCl>[F:46][C:47]1[CH:52]=[CH:51][C:50]([CH2:53][C:54]([NH:30][N:29]2[CH2:23][CH2:24][CH2:25]/[C:26](=[CH:31]\[C:32]3[CH:37]=[CH:36][C:35]([N:38]4[CH:42]=[C:41]([CH3:43])[N:40]=[CH:39]4)=[C:34]([O:44][CH3:45])[CH:33]=3)/[C:27]2=[O:28])=[O:55])=[CH:49][CH:48]=1.[Cl:22][CH2:23][CH2:24][CH2:25]/[C:26](=[CH:31]\[C:32]1[CH:37]=[CH:36][C:35]([N:38]2[CH:42]=[C:41]([CH3:43])[N:40]=[CH:39]2)=[C:34]([O:44][CH3:45])[CH:33]=1)/[C:27]([NH:29][NH:30][C:54](=[O:56])[CH2:53][C:50]1[CH:49]=[CH:48][C:47]([F:46])=[CH:52][CH:51]=1)=[O:28] |f:2.3.4,6.7.8|. The product is FC1=CC=C(C=C1)CC(=O)NN1C(/C(/CCC1)=C/C1=CC(=C(C=C1)N1C=NC(=C1)C)OC)=O (2-(4-fluorophenyl)-N-{3-{1-[3-methoxy-4-(4-methyl-1H-imidazol-1-yl)phenyl]-(E)-methylidene}-2-oxopiperidin-1-yl}acetamide), ClCCC\C(\C(=O)NNC(CC1=CC=C(C=C1)F)=O)=C/C1=CC(=C(C=C1)N1C=NC(=C1)C)OC ((4-fluorophenyl)acetic acid N′-{5-chloro-2-{1-[3-methoxy-4-(4-methyl-1H-imidazol-1-yl)phenyl]-(E)-methylidene}pentanoyl}hydrazide). Reaction conditions: time 6 hour. Run in C(C)(=O)OCC (Ethyl acetate), CN(C)C=O (DMF), C(CCl)Cl (EDC). Reactants: ClC1=C(C=C(C=C1)C=1N=C(SC1)C1=CC(=C(C=C1)OCC)OCC)[N+](=O)[O-] (4-(4-chloro-3-nitrophenyl)-2-(3,4-diethoxyphenyl)thiazole), N1CCOCC1 (morpholine), CS(=O)C (dimethyl sulfoxide). The solvent is CN(C=O)C (dimethylformamide). Product: O1CCN(CC1)C1=C(C=C(C=C1)C=1N=C(SC1)C1=CC(=C(C=C1)OCC)OCC)[N+](=O)[O-] (4-(4-morpholino-3-nitrophenyl)-2-(3,4-diethoxyphenyl)thiazole). Yield: 91.5%. Reaction SMILES: Cl[C:2]1[CH:7]=[CH:6][C:5]([C:8]2[N:9]=[C:10]([C:13]3[CH:18]=[CH:17][C:16]([O:19][CH2:20][CH3:21])=[C:15]([O:22][CH2:23][CH3:24])[CH:14]=3)[S:11][CH:12]=2)=[CH:4][C:3]=1[N+:25]([O-:27])=[O:26].[NH:28]1[CH2:33][CH2:32][O:31][CH2:30][CH2:29]1.CS(C)=O>CN(C)C=O>[O:31]1[CH2:32][CH2:33][N:28]([C:2]2[CH:7]=[CH:6][C:5]([C:8]3[N:9]=[C:10]([C:13]4[CH:18]=[CH:17][C:16]([O:19][CH2:20][CH3:21])=[C:15]([O:22][CH2:23][CH3:24])[CH:14]=4)[S:11][CH:12]=3)=[CH:4][C:3]=2[N+:25]([O-:27])=[O:26])[CH2:29][CH2:30]1. Reported procedure: A solution of 1 g of 4-(4-chloro-3-nitrophenyl)-2-(3,4-diethoxyphenyl)thiazole and 636 mg of morpholine dissolved in 20 ml of dimethylformamide and 20 ml of dimethyl sulfoxide was refluxed at 150° C. for 2-3.5 hours with heating. The reaction mixture was subjected to vacuum distillation. The residue was added to ice water, and an aqueous sodium hydrogencarbonate solution was added. The solution was extracted with dichloromethane three times. The combined extract was washed with an aqueous sodium... Starting materials: O=C=Nc1ccc(Cl)cc1, Cc1cc2c(-c3ccccc3Cl)c(N)c(=O)n(C)c2cc1C, c1ccccc1. The product is Cc1cc2c(-c3ccccc3Cl)c(NC(=O)Nc3ccc(Cl)cc3)c(=O)n(C)c2cc1C. RXN SMILES: [Cl:23][c:24]1[cH:25][cH:26][c:27]([N:30]=[C:31]=[O:32])[cH:28][cH:29]1.[NH2:1][c:2]1[c:3](=[O:22])[n:4]([CH3:21])[c:5]2[cH:6][c:7]([CH3:20])[c:8]([CH3:19])[cH:9][c:10]2[c:11]1-[c:12]1[c:13]([Cl:18])[cH:14][cH:15][cH:16][cH:17]1.[cH:33]1[cH:34][cH:35][cH:36][cH:37][cH:38]1>>[NH:1]([c:2]1[c:3](=[O:22])[n:4]([CH3:21])[c:5]2[cH:6][c:7]([CH3:20])[c:8]([CH3:19])[cH:9][c:10]2[c:11]1-[c:12]1[c:13]([Cl:18])[cH:14][cH:15][cH:16][cH:17]1)[C:31]([NH:30][c:27]1[cH:26][cH:25][c:24]([Cl:23])[cH:29][cH:28]1)=[O:32].